This data is from the Open Reaction Database (ORD), a public repository of structured organic reaction records. The task is: describe an organic reaction: reactants, conditions, products, and yield Starting materials: BrB(Br)Br, ClCCl, Cc1nn(C)c(Cl)c1S(=O)(=O)Oc1cccc(C2(c3cc(Cl)nc(Cl)c3)N=C(N)c3ccccc32)c1. Product: NC1=NC(c2cccc(O)c2)(c2cc(Cl)nc(Cl)c2)c2ccccc21. Reaction SMILES: [B:1]([Br:2])([Br:3])[Br:4].[Cl:41][CH2:42][Cl:43].[Cl:5][c:6]1[n:7]([CH3:8])[n:9][c:10]([CH3:11])[c:12]1[S:13](=[O:14])(=[O:15])[O:16][c:17]1[cH:18][c:19]([C:23]2([c:33]3[cH:34][c:35]([Cl:40])[n:36][c:37]([Cl:39])[cH:38]3)[N:24]=[C:25]([NH2:32])[c:26]3[cH:27][cH:28][cH:29][cH:30][c:31]32)[cH:20][cH:21][cH:22]1>>[OH:16][c:17]1[cH:18][c:19]([C:23]2([c:33]3[cH:34][c:35]([Cl:40])[n:36][c:37]([Cl:39])[cH:38]3)[N:24]=[C:25]([NH2:32])[c:26]3[cH:27][cH:28][cH:29][cH:30][c:31]32)[cH:20][cH:21][cH:22]1. The reactants are O=C([O-])[O-], C=CCBr, CC(C)=O, COC(=O)c1cc(Cl)ccc1O, [K+], [K+]. Yields the product C=CCOc1ccc(Cl)cc1C(=O)OC. RXN SMILES: [C:17](=[O:18])([O-:19])[O-:20].[CH2:13]([CH:14]=[CH2:15])[Br:16].[CH3:23][C:24](=[O:25])[CH3:26].[Cl:1][c:2]1[cH:3][cH:4][c:5]([OH:12])[c:6]([C:7](=[O:8])[O:9][CH3:10])[cH:11]1.[K+:21].[K+:22]>>[Cl:1][c:2]1[cH:3][cH:4][c:5]([O:12][CH2:15][CH:14]=[CH2:13])[c:6]([C:7](=[O:8])[O:9][CH3:10])[cH:11]1. The reactants are C(O)([O-])=O.[Na+] (sodium hydrogencarbonate), [Si](C)(C)(C(C)(C)C)O[C@@H]1CC[C@H](CC1)C(=O)N(C)OC (trans-4-{[tert-butyl(dimethyl)silyl]oxy}-N-methoxy-N-methylcyclohexanecarboxamide), C(C)[SiH](CC)CC (triethylsilane), [Bi](Br)(Br)Br (Bismuth tribromide), FC1=CC=C(C=O)C=C1 (4-fluorobenzaldehyde). Solvent: C(C)(=O)OCC (ethyl acetate), C(C)#N (acetonitrile). Reaction conditions: time 2 hour. The product is FC1=CC=C(CO[C@@H]2CC[C@H](CC2)C(=O)N(C)OC)C=C1 (trans-4-[(4-fluorobenzyl)oxy]-N-methoxy-N-methylcyclohexanecarboxamide). Isolated yield 62.3%. Reaction SMILES: [Si]([O:8][C@H:9]1[CH2:14][CH2:13][C@H:12]([C:15]([N:17]([O:19][CH3:20])[CH3:18])=[O:16])[CH2:11][CH2:10]1)(C(C)(C)C)(C)C.C([SiH](CC)CC)C.[Bi](Br)(Br)Br.[F:32][C:33]1[CH:40]=[CH:39][C:36]([CH:37]=O)=[CH:35][CH:34]=1.C(=O)([O-])O.[Na+]>C(#N)C.C(OCC)(=O)C>[F:32][C:33]1[CH:40]=[CH:39][C:36]([CH2:37][O:8][C@H:9]2[CH2:10][CH2:11][C@H:12]([C:15]([N:17]([O:19][CH3:20])[CH3:18])=[O:16])[CH2:13][CH2:14]2)=[CH:35][CH:34]=1 |f:4.5|. Procedure: To a solution in acetonitrile (11 mL) of the compound (1.00 g) obtained in step (2) above, triethylsilane (579 mg) was added. Bismuth tribromide (104 mg) and 4-fluorobenzaldehyde (617 mg) were added under cooling with ice and the mixture was stirred at room temperature for two hours. To the reaction mixture, a saturated aqueous solution of sodium hydrogencarbonate and ethyl acetate were added and the insoluble matter was removed by filtration through Celite (registered trademark). The organic la... Reactants: [OH-].[Na+] (sodium hydroxide), FC1=C(C(=O)O)C=C(C(=C1F)F)F (2,3,4,5-tetrafluorobenzoic acid), mixture, trialkylamines, C(=O)=O (carbon dioxide). The reagents and catalysts are [Cu-]=O (copper(I) oxide). Solvent: O (water). Conditions: time 4 hour. Product: FC1=C(C(=C(C=C1)F)F)F (1,2,3,4-tetrafluorobenzene). As a reaction SMILES: [F:1][C:2]1[C:10]([F:11])=[C:9]([F:12])[C:8]([F:13])=[CH:7][C:3]=1C(O)=O.[OH-].[Na+].C(=O)=O>O.[Cu-]=O>[F:1][C:2]1[CH:3]=[CH:7][C:8]([F:13])=[C:9]([F:12])[C:10]=1[F:11] |f:1.2|. Reported procedure: 19.4 g (0.1 mol) of 2,3,4,5-tetrafluorobenzoic acid are dissolved in 40 g of water, 20 g of a mixture of trialkylamines having 6 to 14 carbon atoms (Hostarex A 327; a commercial product of Hoechst AG) and 0.2 g of copper(I) oxide are added and the pH is adjusted to 7 by addition of 30% strength aqueous sodium hydroxide solution. The decarboxylation is carried out in an autoclave at 155° C. within a period of 4 hours, the evolved carbon dioxide at a pressure of 12 bar being depressurized via a pr... Starting materials: FC(C1=CC=C(COC2=C(C(=O)O)C=C(C=C2)C=O)C=C1)(F)F (2-(4-trifluoromethylbenzyloxy)-5-formylbenzoic acid), C(CCCC)N(C(C1=C(C=CC(=C1)C=O)OC)=O)CCCCC (N,N-di-n-pentyl-2-methoxy-5-formylbenzamide). As a reaction SMILES: [F:1][C:2]([F:23])([F:22])[C:3]1[CH:21]=[CH:20][C:6]([CH2:7][O:8][C:9]2[CH:17]=[CH:16][C:15]([CH:18]=[O:19])=[CH:14][C:10]=2[C:11]([OH:13])=O)=[CH:5][CH:4]=1.[CH2:24]([N:29](CCCCC)[C:30](=O)[C:31]1C=C(C=O)[CH:34]=[CH:33][C:32]=1OC)[CH2:25][CH2:26][CH2:27][CH3:28]>>[CH2:30]([N:29]([CH2:24][CH2:25][CH2:26][CH2:27][CH3:28])[C:11](=[O:13])[C:10]1[CH:14]=[C:15]([CH:18]=[O:19])[CH:16]=[CH:17][C:9]=1[O:8][CH2:7][C:6]1[CH:20]=[CH:21][C:3]([C:2]([F:23])([F:22])[F:1])=[CH:4][CH:5]=1)[CH2:31][CH2:32][CH2:33][CH3:34]. Procedure details: N,N-Di-n-pentyl-2-(4-trifluoromethylbenzyloxy)-5-formylbenzamide was prepared from 2-(4-trifluoromethylbenzyloxy)-5-formylbenzoic acid (300 mg, 1 eq) using the same procedure as for N,N-di-n-pentyl-2-methoxy-5-formylbenzamide. The product was obtained as a pale brown oil (424 mg, 99%). 1H NMR (CDCl3) δ9.88 (s, 1H, O═C—H), 5.21 (s, 2H, CH2Ar), 3.72 (m, 1H, NCH2), 3.20 (m, 1H, NCH2), 3.05 (m, 2H, NCH2). The product is C(CCCC)N(C(C1=C(C=CC(=C1)C=O)OCC1=CC=C(C=C1)C(F)(F)F)=O)CCCCC (N,N-Di-n-pentyl-2-(4-trifluoromethylbenzyloxy)-5-formylbenzamide), oil. The yield is 99.0%. Starting materials: NNC(=O)c1ccccc1, CO, Cl, O, CC(=O)c1nc(C(O)C(O)C(O)CO)c[nH]1. Product: CC(=NNC(=O)c1ccccc1)c1nc(C(O)C(O)C(O)CO)c[nH]1. Reaction SMILES: [C:17]([c:18]1[cH:19][cH:20][cH:21][cH:22][cH:23]1)(=[O:24])[NH:25][NH2:26].[CH3:28][OH:29].[ClH:27].[OH2:30].[OH:1][CH:2]([CH:3]([CH:4]([CH2:5][OH:6])[OH:7])[OH:8])[c:9]1[n:10][c:11]([C:14]([CH3:15])=[O:16])[nH:12][cH:13]1>>[OH:1][CH:2]([CH:3]([CH:4]([CH2:5][OH:6])[OH:7])[OH:8])[c:9]1[n:10][c:11]([C:14]([CH3:15])=[N:26][NH:25][C:17]([c:18]2[cH:19][cH:20][cH:21][cH:22][cH:23]2)=[O:24])[nH:12][cH:13]1. Reactants: N=1N(N=CC1)C1=CC=CC(=N1)NC1=C(N=NC(=C1)Cl)C(=O)N (4-(6-(2H-1,2,3-triazol-2-yl)pyridin-2-ylamino)-6-chloropyridazine-3-carboxamide), N[C@H]1[C@H](CCCC1)NC(OC(C)(C)C)=O (tert-butyl (1S,2R)-2-aminocyclohexylcarbamate), N[C@H]1[C@H](CCCC1)NC(OC(C)(C)C)=O (tert-butyl (1S,2R)-2-aminocyclohexylcarbamate). Run in C(C)(=O)OCC (ethyl acetate), [Cl-].[Na+].O (brine), CN1CCCC1=O (NMP). Reaction conditions: temperature 140 celsius. Yields the product N=1N(N=CC1)C1=CC=CC(=N1)NC=1C=C(N=NC1C(N)=O)N[C@H]1[C@H](CCCC1)NC(OC(C)(C)C)=O (tert-butyl (1S,2R)-2-(5-(6-(2H-1,2,3-triazol-2-yl)pyridin-2-ylamino)-6-carbamoylpyridazin-3-ylamino)cyclohexylcarbamate). Yield: 56.3%. As a reaction SMILES: [N:1]1[N:2]([C:6]2[N:11]=[C:10]([NH:12][C:13]3[CH:18]=[C:17](Cl)[N:16]=[N:15][C:14]=3[C:20]([NH2:22])=[O:21])[CH:9]=[CH:8][CH:7]=2)[N:3]=[CH:4][CH:5]=1.[NH2:23][C@@H:24]1[CH2:29][CH2:28][CH2:27][CH2:26][C@@H:25]1[NH:30][C:31](=[O:37])[O:32][C:33]([CH3:36])([CH3:35])[CH3:34]>CN1C(=O)CCC1.C(OCC)(=O)C.[Cl-].[Na+].O>[N:1]1[N:2]([C:6]2[N:11]=[C:10]([NH:12][C:13]3[CH:18]=[C:17]([NH:23][C@@H:24]4[CH2:29][CH2:28][CH2:27][CH2:26][C@@H:25]4[NH:30][C:31](=[O:37])[O:32][C:33]([CH3:35])([CH3:34])[CH3:36])[N:16]=[N:15][C:14]=3[C:20](=[O:21])[NH2:22])[CH:9]=[CH:8][CH:7]=2)[N:3]=[CH:4][CH:5]=1 |f:4.5.6|. Reported procedure: To a solution of 4-(6-(2H-1,2,3-triazol-2-yl)pyridin-2-ylamino)-6-chloropyridazine-3-carboxamide (90 mg, 284 μmol) in NMP (947 μL) was added tert-butyl (1S,2R)-2-aminocyclohexylcarbamate (122 mg, 568 μmol) and the mixture heated to 140° C. for 16 h. Additional tert-butyl (1S,2R)-2-aminocyclohexylcarbamate (61 mg, 284 μmol) was added and the mixture heated for a further 16 h. The reaction mixture was cooled, diluted with ethyl acetate and brine, then the phases were separated and the organic phas... The reactants are COC(=O)CCCCc1cnn2c(NC3CC3)nc(Nc3cccc(N)c3)nc12, CO, [Na+], [OH-], O. The product is Nc1cccc(Nc2nc(NC3CC3)n3ncc(CCCCC(=O)O)c3n2)c1. Reaction SMILES: [CH3:1][O:2][C:3]([CH2:4][CH2:5][CH2:6][CH2:7][c:8]1[cH:9][n:10][n:11]2[c:12]1[n:13][c:14]([NH:21][c:22]1[cH:23][c:24]([NH2:28])[cH:25][cH:26][cH:27]1)[n:15][c:16]2[NH:17][CH:18]1[CH2:19][CH2:20]1)=[O:29].[CH3:32][OH:33].[Na+:31].[OH-:30].[OH2:34]>>[O:2]=[C:3]([CH2:4][CH2:5][CH2:6][CH2:7][c:8]1[cH:9][n:10][n:11]2[c:12]1[n:13][c:14]([NH:21][c:22]1[cH:23][c:24]([NH2:28])[cH:25][cH:26][cH:27]1)[n:15][c:16]2[NH:17][CH:18]1[CH2:19][CH2:20]1)[OH:29].